This data is from the Open Reaction Database (ORD), a public repository of structured organic reaction records. The task is: describe an organic reaction: reactants, conditions, products, and yield The reactants are ClC(C(=O)OCC)=O (Ethyl 2-chloro-2-oxoacetate), [Cl-].[Cl-].[Cl-].[Al+3] (aluminum trichloride), ClC1=C(C=C(C=C1)C)OC (1-chloro-2-methoxy-4-methylbenzene). Run in C(Cl)Cl (DCM), C(Cl)Cl (DCM). Conditions: temperature 0 celsius, time 15 minute. The product is ClC=1C(=CC(=C(C1)C(C(=O)OCC)=O)C)OC (ethyl 2-(5-chloro-4-methoxy-2-methylphenyl)-2-oxoacetate). Isolated yield 52.1%. As a reaction SMILES: Cl[C:2](=[O:8])[C:3]([O:5][CH2:6][CH3:7])=[O:4].[Cl-].[Cl-].[Cl-].[Al+3].[Cl:13][C:14]1[CH:19]=[CH:18][C:17]([CH3:20])=[CH:16][C:15]=1[O:21][CH3:22]>C(Cl)Cl>[Cl:13][C:14]1[C:15]([O:21][CH3:22])=[CH:16][C:17]([CH3:20])=[C:18]([C:2](=[O:8])[C:3]([O:5][CH2:6][CH3:7])=[O:4])[CH:19]=1 |f:1.2.3.4|. Procedure details: Ethyl 2-chloro-2-oxoacetate (6.43 mL, 57.47 mmol) was added dropwise to a stirred suspension of aluminum trichloride (7.66 g, 57.47 mmol) in DCM (60 mL) at 0° C., over a period of 5 minutes under nitrogen. The resulting suspension was stirred at 0° C. for 15 minutes. A solution of 1-chloro-2-methoxy-4-methylbenzene (5 g, 31.93 mmol) in DCM (50 mL) was added dropwise over a period of 5 minutes and the resulting mixture was stirred at 0° C. for 90 minutes. The reaction mixture was cautiously quenc... The reactants are C(C)OCC=1NC(=C(N1)C(C)(C)O)C(=O)OCC (ethyl 2-ethoxymethyl-4-(1-hydroxy-1-methylethyl)imidazole-5-carboxylate), C(C)(=O)OCC=1NC(=C(N1)C(=O)OCC)C(=O)OCC (diethyl 2-acetoxymethyl-imidazole-4,5-dicarboxylate), C[Mg]I (methylmagnesium iodide). Run in C(C)(=O)OCC (Ethyl acetate). Reaction conditions: time 8 hour. Yields the product C(C)(=O)OCC=1NC(=C(N1)C(C)(C)O)C(=O)OCC (Ethyl 2-acetoxymethyl-4-(1-hydroxy-1-methylethyl)imidazole-5-carboxylate). As a reaction SMILES: [CH2:1]([O:3][CH2:4][C:5]1[NH:6][C:7]([C:14]([O:16][CH2:17][CH3:18])=[O:15])=[C:8]([C:10]([OH:13])([CH3:12])[CH3:11])[N:9]=1)[CH3:2].C(OCC1NC(C(OCC)=O)=C(C(OCC)=O)N=1)(=[O:21])C.C[Mg]I>C(OCC)(=O)C>[C:1]([O:3][CH2:4][C:5]1[NH:6][C:7]([C:14]([O:16][CH2:17][CH3:18])=[O:15])=[C:8]([C:10]([OH:13])([CH3:11])[CH3:12])[N:9]=1)(=[O:21])[CH3:2]. Procedure: Following a procedure similar to that described in Preparation 44(iii), 1.54 g of diethyl 2-acetoxymethyl-imidazole-4,5-dicarboxylate were reacted with 6.5 equivalents of methylmagnesium iodide. Ethyl acetate was then added to the reaction solution, whilst ice-cooling, and the reaction solution was concentrated by evaporation under reduced pressure. The resulting residue was mixed with 50 ml of pyridine and 25 ml of acetic anhydride, and left at room temperature overnight. At the end of this tim... The reactants are CCCCCCCCBr, CS(C)=O, Cl, [Na+], [OH-], O, O=C(O)c1ccc(O)cc1. Yields the product CCCCCCCCOc1ccc(C(=O)O)cc1. RXN SMILES: [CH2:15]([CH2:16][CH2:17][CH2:18][CH2:19][CH2:20][CH2:21][CH3:22])[Br:23].[CH3:11][S:12](=[O:13])[CH3:14].[ClH:24].[Na+:26].[OH-:25].[OH2:27].[OH:1][c:2]1[cH:3][cH:4][c:5]([C:6](=[O:7])[OH:8])[cH:9][cH:10]1>>[O:1]([c:2]1[cH:3][cH:4][c:5]([C:6](=[O:7])[OH:8])[cH:9][cH:10]1)[CH2:15][CH2:16][CH2:17][CH2:18][CH2:19][CH2:20][CH2:21][CH3:22]. Starting materials: CCNC(=O)Oc1cc(CCCOC)cc(CN(C(=O)C(CNC(=O)OC(C)(C)C)Cc2ccc(OCCOc3c(Cl)cc(C)cc3Cl)cc2)C2CC2)c1, ClCCl, Cl. The product is CCNC(=O)Oc1cc(CCCOC)cc(CN(C(=O)C(CN)Cc2ccc(OCCOc3c(Cl)cc(C)cc3Cl)cc2)C2CC2)c1. As a reaction SMILES: [CH2:1]([CH3:2])[NH:3][C:4]([O:5][c:6]1[cH:7][c:8]([CH2:17][N:18]([CH:19]2[CH2:20][CH2:21]2)[C:22]([CH:23]([CH2:24][NH:25][C:26]([O:27][C:28]([CH3:29])([CH3:30])[CH3:31])=[O:32])[CH2:33][c:34]2[cH:35][cH:36][c:37]([O:40][CH2:41][CH2:42][O:43][c:44]3[c:45]([Cl:52])[cH:46][c:47]([CH3:51])[cH:48][c:49]3[Cl:50])[cH:38][cH:39]2)=[O:53])[cH:9][c:10]([CH2:12][CH2:13][CH2:14][O:15][CH3:16])[cH:11]1)=[O:54].[Cl:56][CH2:57][Cl:58].[ClH:55]>>[CH2:1]([CH3:2])[NH:3][C:4]([O:5][c:6]1[cH:7][c:8]([CH2:17][N:18]([CH:19]2[CH2:20][CH2:21]2)[C:22]([CH:23]([CH2:24][NH2:25])[CH2:33][c:34]2[cH:35][cH:36][c:37]([O:40][CH2:41][CH2:42][O:43][c:44]3[c:45]([Cl:52])[cH:46][c:47]([CH3:51])[cH:48][c:49]3[Cl:50])[cH:38][cH:39]2)=[O:53])[cH:9][c:10]([CH2:12][CH2:13][CH2:14][O:15][CH3:16])[cH:11]1)=[O:54]. Reactants: Cl.COC([C@@H](N)CC1=CC(=C(C=C1)F)Br)=O (3-bromo-4-fluoro-L-phenylalanine methyl ester hydrochloride), ClC1=CC(=C(C(=O)O)C=C1)NS(=O)(=O)C=1C=2N=CC=NC2C=CC1 (4-chloro-2-(quinoxaline-5-sulfonylamino)-benzoic acid), methyl ester. Yields the product BrC=1C=C(C=CC1F)C[C@@H](C(=O)O)NC(C1=C(C=C(C=C1)Cl)NS(=O)(=O)C=1C=2N=CC=NC2C=CC1)=O ((S)-3-(3-Bromo-4-fluoro-phenyl)-2-[4-chloro-2-(quinoxaline-5-sulfonylamino)-benzoylamino]-propionic acid). RXN SMILES: Cl.C[O:3][C:4](=[O:16])[C@H:5]([CH2:7][C:8]1[CH:13]=[CH:12][C:11]([F:14])=[C:10]([Br:15])[CH:9]=1)[NH2:6].[Cl:17][C:18]1[CH:26]=[CH:25][C:21]([C:22](O)=[O:23])=[C:20]([NH:27][S:28]([C:31]2[C:32]3[N:33]=[CH:34][CH:35]=[N:36][C:37]=3[CH:38]=[CH:39][CH:40]=2)(=[O:30])=[O:29])[CH:19]=1>>[Br:15][C:10]1[CH:9]=[C:8]([CH2:7][C@H:5]([NH:6][C:22](=[O:23])[C:21]2[CH:25]=[CH:26][C:18]([Cl:17])=[CH:19][C:20]=2[NH:27][S:28]([C:31]2[C:32]3[N:33]=[CH:34][CH:35]=[N:36][C:37]=3[CH:38]=[CH:39][CH:40]=2)(=[O:30])=[O:29])[C:4]([OH:3])=[O:16])[CH:13]=[CH:12][C:11]=1[F:14] |f:0.1|. Procedure: The title compound was prepared from 3-bromo-4-fluoro-L-phenylalanine methyl ester hydrochloride and 4-chloro-2-(quinoxaline-5-sulfonylamino)-benzoic acid as in Example 1, Part C, followed by hydrolysis of the resulting methyl ester as in EXAMPLE 2, Part E. HPLC: RT=9.46 min. MS (ESI−): mass calcd. for C24H17BrClFN4O5S, 607.84; m/z found, 605/607 [M−H]−. 1H NMR (400 MHz, acetone-d6): 11.66 (s, 1H), 8.99-8.93 (m, 2H), 8.63-8.57 (m, 1H), 8.37-8.31 (m, 1H), 8.02-7.97 (m, 2H), 7.78-7.75 (m, 1H), 7.6... The reactants are COCCC(C(=O)OCC)C(C)=O (ethyl 2-(2-methoxyethyl)-3-oxobutanoate), C(O)(O)=O.NC(=N)N (guanidine carbonate). The solvent is C(C)O (ethanol). Yields the product NC1=NC(=C(C(=N1)O)CCOC)C (2-Amino-5-(2-methoxyethyl)-6-methlpyrimidine-4-ol). The yield is 41.5%. RXN SMILES: [CH3:1][O:2][CH2:3][CH2:4][CH:5]([C:11](=O)[CH3:12])[C:6](OCC)=[O:7].C(=O)(O)O.[NH2:18][C:19]([NH2:21])=[NH:20]>C(O)C>[NH2:21][C:19]1[N:20]=[C:6]([OH:7])[C:5]([CH2:4][CH2:3][O:2][CH3:1])=[C:11]([CH3:12])[N:18]=1 |f:1.2|. Procedure details: A mixture of ethyl 2-(2-methoxyethyl)-3-oxobutanoate (4 g, 21 mmol), guanidine carbonate (2.27 g, 16.3 mmol) and ethanol (16 ml) was refluxed for 9 hours. After cooling, the precipitate was filtered and washed with water, ethanol and ether in order, to give the object compound (1.24 g, 31.9%). Starting materials: CON(C(=O)C1=NC=CC=C1)C (pyridine-2-carboxylic acid methoxy-methyl-amide), Grignard reagent, BrC1=CC=C(C=C1)OC (4-bromo anisole). Run in C1CCOC1 (THF). Product: COC1=CC=C(C=C1)C(=O)C1=NC=CC=C1 ((4-METHOXYPHENYL)(PYRIDIN-2-YL)METHANONE). As a reaction SMILES: CON(C)[C:4]([C:6]1[CH:11]=[CH:10][CH:9]=[CH:8][N:7]=1)=[O:5].Br[C:14]1[CH:19]=[CH:18][C:17]([O:20][CH3:21])=[CH:16][CH:15]=1>C1COCC1>[CH3:21][O:20][C:17]1[CH:18]=[CH:19][C:14]([C:4]([C:6]2[CH:11]=[CH:10][CH:9]=[CH:8][N:7]=2)=[O:5])=[CH:15][CH:16]=1. Procedure: To a stirred solution of pyridine-2-carboxylic acid methoxy-methyl-amide (10.0 g, 0.060 mol) in anhydrous THF (150 mL) at −78° C. was added freshly prepared Grignard reagent of 4-bromo anisole (20.0 g, 0.106 mol). The reaction mixture was allowed to warm to room temperature. Reaction mixture was quenched with saturated ammonium chloride (100 mL) and extracted with ethyl acetate (2×200 mL). Organic layer was dried over sodium sulphate and concentrated. Purification by 100-200-mesh sized silica ge...